This data is from the Open Reaction Database (ORD), a public repository of structured organic reaction records. The task is: describe an organic reaction: reactants, conditions, products, and yield Reactants: Oc1cccc2c1CCC2, CC(C)NC(C)C, ClCCl, O, O=S(=O)(Cl)Cl. Yields the product Oc1c(Cl)ccc2c1CCC2. Reaction SMILES: [CH2:1]1[CH2:2][CH2:3][c:4]2[c:5]([OH:10])[cH:6][cH:7][cH:8][c:9]21.[CH:11]([NH:12][CH:13]([CH3:14])[CH3:15])([CH3:16])[CH3:17].[Cl:24][CH2:25][Cl:26].[OH2:23].[S:18]([Cl:19])(=[O:20])([Cl:21])=[O:22]>>[CH2:1]1[CH2:2][CH2:3][c:4]2[c:5]([OH:10])[c:6]([Cl:21])[cH:7][cH:8][c:9]21. Starting materials: BrCc1ccccc1, CO, [Na+], [OH-], Cn1c(C(O)C(F)(F)F)cc(=O)c(O)c1CO. Yields the product Cn1c(C(O)C(F)(F)F)cc(=O)c(OCc2ccccc2)c1CO. RXN SMILES: [Br:20][CH2:21][c:22]1[cH:23][cH:24][cH:25][cH:26][cH:27]1.[CH3:28][OH:29].[Na+:2].[OH-:1].[OH:3][c:4]1[c:5]([CH2:18][OH:19])[n:6]([CH3:17])[c:7]([CH:11]([C:12]([F:13])([F:14])[F:15])[OH:16])[cH:8][c:9]1=[O:10]>>[O:3]([c:4]1[c:5]([CH2:18][OH:19])[n:6]([CH3:17])[c:7]([CH:11]([C:12]([F:13])([F:14])[F:15])[OH:16])[cH:8][c:9]1=[O:10])[CH2:21][c:22]1[cH:23][cH:24][cH:25][cH:26][cH:27]1. Reactants: FC1=C2C=3N(C(C=NC3C=C1)=O)CC2CN2CCC(CC2)NCC2=CC1=C(OCCN1C(=O)OC(C)(C)C)C=N2 (1,1-Dimethylethyl 7-[({1-[(7-fluoro-3-oxo-5,6-dihydro-3H-pyrrolo[1,2,3-de]quinoxalin-6-yl)methyl]-4-piperidinyl}amino)methyl]-2,3-dihydro-1H-pyrido[3,4-b][1,4]oxazine-1-carboxylate), Cl (hydrogen chloride). The solvent is ClCCl (dichloromethane), CO (methanol), O1CCOCC1 (1,4-dioxane). Procedure: 1,1-Dimethylethyl 7-[({1-[(7-fluoro-3-oxo-5,6-dihydro-3H-pyrrolo[1,2,3-de]quinoxalin-6-yl)methyl]-4-piperidinyl}amino)methyl]-2,3-dihydro-1H-pyrido[3,4-b][1,4]oxazine-1-carboxylate (91 mg, 0.165 mmol) in dichloromethane (2 ml) and methanol (1.5 ml) was treated with 4M hydrogen chloride in 1,4-dioxane (3.5 ml). After standing at room temperature for 2.5 h, the mixture was evaporated. The residue was triturated twice with ether and dried to give the title compound (89 mg). Conditions: time 2.5 hour. Yields the product Cl.Cl.N1C2=C(OCC1)C=NC(=C2)CNC2CCN(CC2)CC2CN1C(C=NC=3C=CC(=C2C13)F)=O (6-({4-[(2,3-Dihydro-1H-pyrido[3,4-b][1,4]oxazin-7-ylmethyl)amino]-1-piperidinyl}methyl)-7-fluoro-5,6-dihydro-3H-pyrrolo[1,2,3-de]quinoxalin-3-one dihydrochloride). As a reaction SMILES: [F:1][C:2]1[CH:11]=[CH:10][C:9]2[N:8]=[CH:7][C:6](=[O:12])[N:5]3[CH2:13][CH:14]([CH2:15][N:16]4[CH2:21][CH2:20][CH:19]([NH:22][CH2:23][C:24]5[N:40]=[CH:39][C:27]6[O:28][CH2:29][CH2:30][N:31](C(OC(C)(C)C)=O)[C:26]=6[CH:25]=5)[CH2:18][CH2:17]4)[C:3]=1[C:4]=23.[ClH:41]>ClCCl.CO.O1CCOCC1>[ClH:41].[ClH:41].[NH:31]1[CH2:30][CH2:29][O:28][C:27]2[CH:39]=[N:40][C:24]([CH2:23][NH:22][CH:19]3[CH2:18][CH2:17][N:16]([CH2:15][CH:14]4[C:3]5[C:4]6[N:5]([C:6](=[O:12])[CH:7]=[N:8][C:9]=6[CH:10]=[CH:11][C:2]=5[F:1])[CH2:13]4)[CH2:21][CH2:20]3)=[CH:25][C:26]1=2 |f:5.6.7|. Reaction SMILES: [OH:1][CH2:2][C@@H:3]1[CH2:9][C@H:8]2[C@H:6]([CH2:7]2)[CH2:5][N:4]1[C:10]([O:12][CH2:13][C:14]1[CH:19]=[CH:18][CH:17]=[CH:16][CH:15]=1)=[O:11].C([O-])(O)=O.[Na+].CC(OI1(OC(C)=O)(OC(C)=O)OC(=O)C2C=CC=CC1=2)=O.C1CCCCC1.CCOC(C)=O>C(Cl)Cl>[CH:2]([C@@H:3]1[CH2:9][C@H:8]2[C@H:6]([CH2:7]2)[CH2:5][N:4]1[C:10]([O:12][CH2:13][C:14]1[CH:19]=[CH:18][CH:17]=[CH:16][CH:15]=1)=[O:11])=[O:1] |f:1.2,4.5|. Reactants: OC[C@H]1N(C[C@H]2C[C@H]2C1)C(=O)OCC1=CC=CC=C1 (Phenylmethyl (1S,4S,6S)-4-(hydroxymethyl)-3-azabicyclo[4.1.0]heptane-3-carboxylate), C(=O)(O)[O-].[Na+] (NaHCO3), CC(=O)OI1(C=2C=CC=CC2C(=O)O1)(OC(=O)C)OC(=O)C (Dess-Martin periodinane), C1CCCCC1.CCOC(=O)C (Cyclohexane EtOAc), C(=O)(O)[O-].[Na+] (NaHCO3). Solvent: C(Cl)Cl (DCM), C(Cl)Cl (DCM). The product is C(=O)[C@H]1N(C[C@H]2C[C@H]2C1)C(=O)OCC1=CC=CC=C1 (Phenylmethyl (1S,4S,6S)-4-formyl-3-azabicyclo[4.1.0]heptane-3-carboxylate). Procedure: To a solution of phenylmethyl (1S,4S,6S)-4-(hydroxymethyl)-3-azabicyclo[4.1.0]heptane-3-carboxylate D9 (0.447 g) in DCM (13 ml) was added NaHCO3 (0.575 g, 6.84 mmol) and Dess-Martin periodinane (0.798 g, 1.882 mmol) and stirred at room temperature. TLC (Cyclohexane/EtOAc 1/1,2,4-dinitrophenylidrazine) showed the absence of starting material, so a solution of saturated NaHCO3/5% Na2S2O3 (60 ml) and DCM (10 ml) were added to the reaction mixture and it was left stirring for 30 minutes. The aqueous... The reactants are COC(C(CC(=O)OC)=CC1=C(C=C(C=C1)C(=O)OC(C)(C)C)[N+](=O)[O-])=O (2-(4-tert-butoxycarbonyl-2-nitro-benzylidene)-succinic acid dimethyl ester). Reagents/catalysts: [Pd] (Pd/C). Solvent: CO (methanol). Yields the product C(C)(C)(C)OC(=O)C1=CC=C2CC(C(NC2=C1)=O)CC(=O)OC (3-Methoxycarbonylmethyl-2-oxo-1,2.3,4-tetrahydro-quinolin-7-carboxylic acid tert-butyl ester). Reaction SMILES: C[O:2][C:3](=O)[C:4](=[CH:10][C:11]1[CH:16]=[CH:15][C:14]([C:17]([O:19][C:20]([CH3:23])([CH3:22])[CH3:21])=[O:18])=[CH:13][C:12]=1[N+:24]([O-])=O)[CH2:5][C:6]([O:8][CH3:9])=[O:7]>CO.[Pd]>[C:20]([O:19][C:17]([C:14]1[CH:13]=[C:12]2[C:11]([CH2:10][CH:4]([CH2:5][C:6]([O:8][CH3:9])=[O:7])[C:3](=[O:2])[NH:24]2)=[CH:16][CH:15]=1)=[O:18])([CH3:23])([CH3:22])[CH3:21]. Procedure: A solution of 2-(4-tert-butoxycarbonyl-2-nitro-benzylidene)-succinic acid dimethyl ester (5.0 g, 13.2 mmol) in methanol (40 mL) with 10% Pd/C was hydrogenated at 50 psi and 25° C. for 20 h. The reaction mixture was filtered to afford after evaporation in vacuo the title compound as a gray solid (3.56 g, 85%). NMR (dmso-d6, 200 MHz) : δ1.5 (s, 9H, tert-butyl), 2.7-3.4 (m, 5H, CH2CHCH2), 3.6 (s, 3H, CH3), 7.2-7.5 (m, 3H, ArH), 10.3 (s, 1H, NH).